This data is from the Open Reaction Database (ORD), a public repository of structured organic reaction records. The task is: describe an organic reaction: reactants, conditions, products, and yield Reactants: Nc1ncc(Br)s1, CC(=O)O[BH-](OC(C)=O)OC(C)=O, CC(=O)O, O=CC1CC1, ClCCl, [Na+]. Yields the product Brc1cnc(NCC2CC2)s1. Reaction SMILES: [Br:5][c:6]1[cH:7][n:8][c:9]([NH2:11])[s:10]1.[C:12]([O:13][BH-:14]([O:15][C:16](=[O:17])[CH3:18])[O:19][C:20](=[O:21])[CH3:22])(=[O:23])[CH3:24].[CH3:1][C:2](=[O:3])[OH:4].[CH:26]1([CH:29]=[O:30])[CH2:27][CH2:28]1.[Cl:31][CH2:32][Cl:33].[Na+:25]>>[Br:5][c:6]1[cH:7][n:8][c:9]([NH:11][CH2:29][CH:26]2[CH2:27][CH2:28]2)[s:10]1.